This data is from the Open Reaction Database (ORD), a public repository of structured organic reaction records. The task is: describe an organic reaction: reactants, conditions, products, and yield Yields the product Cc1nn(C(C)C)c2nc(Br)cc(C(=O)O)c12. The reactants are CCOC(=O)c1cc(Br)nc2c1c(C)nn2C(C)C, CCO, [Na+], [OH-]. As a reaction SMILES: [Br:1][c:2]1[cH:3][c:4]([C:15](=[O:16])[O:17][CH2:18][CH3:19])[c:5]2[c:6]([n:7]1)[n:8]([CH:12]([CH3:13])[CH3:14])[n:9][c:10]2[CH3:11].[CH3:22][CH2:23][OH:24].[Na+:21].[OH-:20]>>[Br:1][c:2]1[cH:3][c:4]([C:15](=[O:16])[OH:17])[c:5]2[c:6]([n:7]1)[n:8]([CH:12]([CH3:13])[CH3:14])[n:9][c:10]2[CH3:11]. Reactants: ClCS(=O)(=O)OC=1C(=NC(=NC1O)C(C)(C)NS(=O)(=O)CCl)C(=O)NCC1=CC=C(C=C1)F (2-(1-{[(chloromethyl)sulfonyl]amino}-1-methylethyl)-4-{[(4-fluorobenzyl)amino]carbonyl}-6-hydroxypyrimidin-5-yl chloromethanesulfonate), C(=O)([O-])[O-].[Cs+].[Cs+] (Cs2CO3). The solvent is O1CCOCC1 (1,4-dioxane), CCOC(=O)C (EtOAc). Reaction conditions: temperature 100 celsius, time 8 hour. The product is FC1=CC=C(CNC(=O)C=2N=C3C(NS(CN3C(C2O)=O)(=O)=O)(C)C)C=C1 (N-(4-fluorobenzyl)-3-hydroxy-9,9-dimethyl-4-oxo-8,9-dihydro-4H-pyrimido[2,1-d][1,2,5]thiadiazine-2-carboxamide 7,7-dioxide). Reaction SMILES: ClCS([O:6][C:7]1[C:8]([C:23]([NH:25][CH2:26][C:27]2[CH:32]=[CH:31][C:30]([F:33])=[CH:29][CH:28]=2)=[O:24])=[N:9][C:10]([C:14]([NH:17][S:18]([CH2:21]Cl)(=[O:20])=[O:19])([CH3:16])[CH3:15])=[N:11][C:12]=1[OH:13])(=O)=O.C([O-])([O-])=O.[Cs+].[Cs+]>O1CCOCC1.CCOC(C)=O>[F:33][C:30]1[CH:29]=[CH:28][C:27]([CH2:26][NH:25][C:23]([C:8]2[N:9]=[C:10]3[N:11]([C:12](=[O:13])[C:7]=2[OH:6])[CH2:21][S:18](=[O:19])(=[O:20])[NH:17][C:14]3([CH3:16])[CH3:15])=[O:24])=[CH:32][CH:31]=1 |f:1.2.3|. Procedure: Crude chloride of Step 1 was dissolved in 1,4-dioxane and Cs2CO3 (2 eq.) was added. The reaction mixture was stirred at 100° C. overnight, then cooled down to room temperature, taken up in EtOAc washed with brine, dried over Na2SO4. The solvent was removed under reduced pressure and the resulting brown oil was purified by RP HPLC (C18, 5 μM, H2O/MeCN with 1% of TFA as eluant). Lyophilization of appropriate fractions gave title compound as a white solid. Starting materials: CCc1cc(NC(=O)OC(C)(C)C)c(NC(=O)CC(=O)c2cccc(-c3ccnc(C#N)c3)c2)cc1C(F)(F)F, ClCCl, O=C(O)C(F)(F)F. Yields the product CCc1cc2c(cc1C(F)(F)F)NC(=O)CC(c1cccc(-c3ccnc(C#N)c3)c1)=N2. As a reaction SMILES: [C:1]([O:2][C:3](=[O:4])[NH:7][c:8]1[c:9]([NH:20][C:21]([CH2:22][C:23](=[O:5])[c:25]2[cH:26][c:27](-[c:31]3[cH:32][c:33]([C:37]#[N:38])[n:34][cH:35][cH:36]3)[cH:28][cH:29][cH:30]2)=[O:39])[cH:10][c:11]([C:16]([F:17])([F:18])[F:19])[c:12]([CH2:14][CH3:15])[cH:13]1)([CH3:6])([CH3:24])[CH3:40].[Cl:48][CH2:49][Cl:50].[F:41][C:42]([F:43])([F:44])[C:45]([OH:46])=[O:47]>>[N:7]1=[C:23]([c:25]2[cH:26][c:27](-[c:31]3[cH:32][c:33]([C:37]#[N:38])[n:34][cH:35][cH:36]3)[cH:28][cH:29][cH:30]2)[CH2:22][C:21](=[O:39])[NH:20][c:9]2[c:8]1[cH:13][c:12]([CH2:14][CH3:15])[c:11]([C:16]([F:17])([F:18])[F:19])[cH:10]2. The reactants are NC(CC1CN(CCOC1C1=CC(=C(C=C1)Cl)Cl)C(=O)OC(C)(C)C)=O (tert-butyl (6RS,7RS)-6-(2-amino-2-oxoethyl)-7-(3,4-dichlorophenyl)-1,4-oxazepane-4-carboxylate), Cl.C(C)O (hydrogen chloride ethanol), C(O)([O-])=O.[Na+] (sodium hydrogen carbonate). Solvent: C(C)(=O)OCC (ethyl acetate). Reaction conditions: time 3 hour. The product is Cl.ClC=1C=C(C=CC1Cl)C1C(CNCCO1)CC(=O)N (2-[(6RS,7RS)-7-(3,4-dichlorophenyl)-1,4-oxazepan-6-yl]acetamide monohydrochloride). The yield is 33.2%. As a reaction SMILES: [NH2:1][C:2](=[O:26])[CH2:3][CH:4]1[CH:10]([C:11]2[CH:16]=[CH:15][C:14]([Cl:17])=[C:13]([Cl:18])[CH:12]=2)[O:9][CH2:8][CH2:7][N:6](C(OC(C)(C)C)=O)[CH2:5]1.Cl.C(O)C.C(=O)([O-])O.[Na+]>C(OCC)(=O)C>[ClH:17].[Cl:18][C:13]1[CH:12]=[C:11]([CH:10]2[O:9][CH2:8][CH2:7][NH:6][CH2:5][CH:4]2[CH2:3][C:2]([NH2:1])=[O:26])[CH:16]=[CH:15][C:14]=1[Cl:17] |f:1.2,3.4,6.7|. Reported procedure: To a solution of tert-butyl (6RS,7RS)-6-(2-amino-2-oxoethyl)-7-(3,4-dichlorophenyl)-1,4-oxazepane-4-carboxylate (100 mg) in ethyl acetate (0.5 ml) was added 2 N hydrogen chloride-ethanol solution (1 mL), and the mixture was stirred at room temperature for 3 hr. To the reaction mixture was added saturated aqueous sodium hydrogen carbonate, and the mixture was extracted twice with ethyl acetate. The combined organic layers were washed with brine, and dried over anhydrous magnesium sulfate. The sol... Starting materials: ClC=1C(=CC(=C(C1)CCC1(CC(CC(O1)=O)=O)C1CCCC1)OC)OC (6-[2-(5-Chloro-2,4-dimethoxy-phenyl)-ethyl]-6-cyclopentyl-dihydro-pyran-2,4-dione), CC1=NC=2N(C(=C1)C)N=C(N2)C=O (5,7-Dimethyl-[1,2,4]triazolo[1,5-a]pyrimidine-2-carbaldehyde), ClC=1C=C(C=CC1OC(C)C)CCC1(CC(CC(O1)=O)=O)C1CCCC1 (6-[2-(3-Chloro-4-isopropoxy-phenyl)-ethyl]-6-cyclopentyl-dihydro-pyran-2,4-dione), 4-chloro-1-methyl-1H-pyrazole-3-carbalehyde. The product is ClC=1C(=CC(=C(C1)CCC1(CC(=C(C(O1)=O)CC1=NN(C=C1Cl)C)O)C1CCCC1)OC)OC (6-[2-(5-Chloro-2,4-dimethoxy-phenyl)-ethyl]-3-(4-chloro-1-methyl-1H-pyrazol-3-ylmethyl)-6-cyclopentyl-4-hydroxy-5,6-dihydro-pyran-2-one). RXN SMILES: [Cl:1][C:2]1[C:3]([O:25][CH3:26])=[CH:4][C:5]([O:23][CH3:24])=[C:6]([CH2:8][CH2:9][C:10]2([CH:18]3[CH2:22][CH2:21][CH2:20][CH2:19]3)[O:15][C:14](=[O:16])[CH2:13][C:12](=[O:17])[CH2:11]2)[CH:7]=1.[Cl:27][C:28]1[CH:29]=[C:30](CCC2(C3CCCC3)OC(=O)CC(=O)C2)C=C[C:33]=1OC(C)C.CC1C=C(C)[N:57]2[N:61]=C(C=O)N=[C:56]2N=1>>[Cl:1][C:2]1[C:3]([O:25][CH3:26])=[CH:4][C:5]([O:23][CH3:24])=[C:6]([CH2:8][CH2:9][C:10]2([CH:18]3[CH2:22][CH2:21][CH2:20][CH2:19]3)[O:15][C:14](=[O:16])[C:13]([CH2:30][C:29]3[C:28]([Cl:27])=[CH:33][N:57]([CH3:56])[N:61]=3)=[C:12]([OH:17])[CH2:11]2)[CH:7]=1. Procedure details: The title compound was prepared analogously to Example B(31), where 6-[2-(5-Chloro-2,4-dimethoxy-phenyl)-ethyl]-6-cyclopentyl-dihydro-pyran-2,4-dione (described in Step 1 of example B(35)) was substituted in place of 6-[2-(3-Chloro-4-isopropoxy-phenyl)-ethyl]-6-cyclopentyl-dihydro-pyran-2,4-dione and 4-chloro-1-methyl-1H-pyrazole-3-carbalehyde was substituted in place of 5,7-Dimethyl-[1,2,4]triazolo[1,5-a]pyrimidine-2-carbaldehyde of that example. Reactants: [Na+].[Cl-] (NaCl), S1C=CC2=C1C(=CC=C2)C=O (7-benzothiophene-carbaldehyde), COC(CC#N)=O (cyanoacetic acid methyl ester), C(C)(=O)[O-].[NH4+] (ammonium acetate). The solvent is C(C)(=O)OCC (ethyl acetate), C1(=CC=CC=C1)C (toluene), C(C)(=O)O (acetic acid). The product is COC(C(=CC1=CC=CC=2C=CSC21)C#N)=O (2-cyano-3-(benzothiophen-7-yl)-acrylic acid methyl ester). The yield is 99.4%. RXN SMILES: [S:1]1[C:5]2[C:6]([CH:10]=O)=[CH:7][CH:8]=[CH:9][C:4]=2[CH:3]=[CH:2]1.[CH3:12][O:13][C:14](=[O:18])[CH2:15][C:16]#[N:17].C([O-])(=O)C.[NH4+].[Na+].[Cl-]>C(OCC)(=O)C.C1(C)C=CC=CC=1.C(O)(=O)C>[CH3:12][O:13][C:14](=[O:18])[C:15]([C:16]#[N:17])=[CH:10][C:6]1[C:5]2[S:1][CH:2]=[CH:3][C:4]=2[CH:9]=[CH:8][CH:7]=1 |f:2.3,4.5|. Reported procedure: A mixture of 1.0 g (6.2 mmoles) of 7-benzothiophene-carbaldehyde, 0.4 g (6.8 mmoles) of cyanoacetic acid methyl ester, 0.07 g of ammonium acetate, 0.2 g of acetic acid, 1 g of molecular sieve (3 Å) and 10 ml of toluene are boiled under reflux for 4 hours, and then the reaction mixture is cooled and mixed with 20 ml of ethyl acetate and with 20 ml of 10% NaCl solution. The separated organic phase is dried with MgSO4, filtered and the solvent is evaporated in vacuo. 1.5 g of 2-cyano-3-(benzothioph... Reactants: ClC1=CC(=C(C=C1C(C)OC)NC(C)=O)F (N-[4-chloro-2-fluoro-5-(1-methoxyethyl)phenyl]acetamide), [OH-].[K+] (potassium hydroxide), CO (methanol). Solvent: O (water), O (water). Product: ClC1=CC(=C(N)C=C1C(C)OC)F (4-chloro-2-fluoro-5-(1-methoxyethyl)aniline). Yield: 118.7%. Reaction SMILES: [Cl:1][C:2]1[C:7]([CH:8]([O:10][CH3:11])[CH3:9])=[CH:6][C:5]([NH:12]C(=O)C)=[C:4]([F:16])[CH:3]=1.[OH-].[K+].CO>O>[Cl:1][C:2]1[C:7]([CH:8]([O:10][CH3:11])[CH3:9])=[CH:6][C:5]([NH2:12])=[C:4]([F:16])[CH:3]=1 |f:1.2|. Procedure details: A mixture of 0.6 g (0.0024 mole) of N-[4-chloro-2-fluoro-5-(1-methoxyethyl)phenyl]acetamide, 0.14 g (0.0025 mole) of potassium hydroxide, 10 ml of water, and 10 ml of methanol was heated at reflux for 24 hours. This mixture was cooled and diluted with 50 ml of water. The resulting mixture was extracted successively with methylene chloride and diethyl ether. The combined extracts were dried, filtered, and the solvent was evaporated under reduced pressure, leaving 0.58 g of 4-chloro-2-fluoro-5-(1-... The reactants are IC1=CC(NC=C1)=O (4-iodopyridin-2(1H)-one), BrC(C(=O)OCC)CCCC (ethyl 2-bromohexanoate), [H-].[Na+] (sodium hydride), [Br-].[Li+] (lithium bromide). Yields the product IC1=CC(N(C=C1)C(C(=O)OCC)CCCC)=O (Ethyl 2-(4-iodo-2-oxopyridin-1(2H)-yl)hexanoate). As a reaction SMILES: [I:1][C:2]1[CH:7]=[CH:6][NH:5][C:4](=[O:8])[CH:3]=1.Br[CH:10]([CH2:16][CH2:17][CH2:18][CH3:19])[C:11]([O:13][CH2:14][CH3:15])=[O:12].[H-].[Na+].[Br-].[Li+]>>[I:1][C:2]1[CH:7]=[CH:6][N:5]([CH:10]([CH2:16][CH2:17][CH2:18][CH3:19])[C:11]([O:13][CH2:14][CH3:15])=[O:12])[C:4](=[O:8])[CH:3]=1 |f:2.3,4.5|. Procedure details: 500 mg (2.3 mmol) of 4-iodopyridin-2(1H)-one and 706 mg (3.2 mmol) of ethyl 2-bromohexanoate (racemate) in the presence of 1.15 eq. of sodium hydride and 2.3 eq. of lithium bromide were reacted according to General Method 4C. Yield: 352 mg (43% of theory) The reactants are O(C1=CC=CC=C1)C(C(=O)N=C=S)CC (2-Phenoxybutanoyl isothiocyanate), S(=O)(Cl)Cl (thionyl chloride), O(C1=CC=CC=C1)C(C(=O)O)CC (2-phenoxybutanoic acid), O(C1=CC=CC=C1)C(C(=O)Cl)CC (2-phenoxybutanoyl chloride), ClC=1C=C(N)C=CC1OC1=CC=NC2=CC(=C(C=C12)OC)OC (3-Chloro-4-[(6,7-dimethoxy-4-quinolyl)oxy]aniline). The solvent is C(C)O (ethanol), C1(=CC=CC=C1)C (Toluene), C(C)O (ethanol), C1(=CC=CC=C1)C (toluene). Reaction conditions: temperature 100 celsius, time 16 hour. Yields the product ClC=1C=C(C=CC1OC1=CC=NC2=CC(=C(C=C12)OC)OC)NC(=S)NC(C(CC)OC1=CC=CC=C1)=O (N-{3-Chloro-4-[(6,7-dimethoxy-4-quinolyl)oxy]phenyl}-N′-(2-phenoxybutanoyl)thiourea). Isolated yield 27.0%. As a reaction SMILES: S(Cl)(Cl)=O.O(C(CC)C(O)=O)C1C=CC=CC=1.O(C(CC)C(Cl)=O)C1C=CC=CC=1.[O:31]([CH:38]([CH2:44][CH3:45])[C:39]([N:41]=[C:42]=[S:43])=[O:40])[C:32]1[CH:37]=[CH:36][CH:35]=[CH:34][CH:33]=1.[Cl:46][C:47]1[CH:48]=[C:49]([CH:51]=[CH:52][C:53]=1[O:54][C:55]1[C:64]2[C:59](=[CH:60][C:61]([O:67][CH3:68])=[C:62]([O:65][CH3:66])[CH:63]=2)[N:58]=[CH:57][CH:56]=1)[NH2:50]>C(O)C.C1(C)C=CC=CC=1>[Cl:46][C:47]1[CH:48]=[C:49]([NH:50][C:42]([NH:41][C:39](=[O:40])[CH:38]([O:31][C:32]2[CH:37]=[CH:36][CH:35]=[CH:34][CH:33]=2)[CH2:44][CH3:45])=[S:43])[CH:51]=[CH:52][C:53]=1[O:54][C:55]1[C:64]2[C:59](=[CH:60][C:61]([O:67][CH3:68])=[C:62]([O:65][CH3:66])[CH:63]=2)[N:58]=[CH:57][CH:56]=1. Procedure: Toluene (20 ml) and thionyl chloride (1 ml) were added to commercially available 2-phenoxybutanoic acid (80 mg), and the mixture was heated at 100° C. for one hr. The solvent was removed by distillation, and 2-phenoxybutanoyl isothiocyanate was prepared using the resultant 2-phenoxybutanoyl chloride as a starting compound according to the description of the literature. 2-Phenoxybutanoyl isothiocyanate thus obatined was dissolved in ethanol (1 ml) to prepare a solution. 3-Chloro-4-[(6,7-dimethoxy... Starting materials: [H-].[Na+] (sodium hydride), ClC=1C=C(C(O)=CC1Cl)O (4,5-dichlorocatechol), C(C)(C)(C)OC(CBr)=O (tert-Butyl-bromoacetate), C([O-])([O-])=O.[K+].[K+] (potassium carbonate), CS(=O)(=O)C1=CC(=C(C=C1)F)Cl (3-Chloro-4-fluorophenyl methyl sulfone). Solvent: CN(C)C=O (DMF). Run at time 2 hour. Product: ClC1=CC(=C(OCC(=O)O)C=C1Cl)OC1=C(C=C(C=C1)S(=O)(=O)C)Cl ({4,5-Dichloro-2-[2-chloro-4-(methylsulfonyl)phenoxy]phenoxy}acetic acid). RXN SMILES: [H-].[Na+].[Cl:3][C:4]1[CH:5]=[C:6]([OH:12])[C:7](=[CH:9][C:10]=1[Cl:11])[OH:8].C([O:17][C:18](=[O:21])[CH2:19]Br)(C)(C)C.C(=O)([O-])[O-].[K+].[K+].[CH3:28][S:29]([C:32]1[CH:37]=[CH:36][C:35](F)=[C:34]([Cl:39])[CH:33]=1)(=[O:31])=[O:30]>CN(C=O)C>[Cl:3][C:4]1[C:10]([Cl:11])=[CH:9][C:7]([O:8][CH2:19][C:18]([OH:17])=[O:21])=[C:6]([O:12][C:35]2[CH:36]=[CH:37][C:32]([S:29]([CH3:28])(=[O:31])=[O:30])=[CH:33][C:34]=2[Cl:39])[CH:5]=1 |f:0.1,4.5.6|. Procedure details: A mixture of sodium hydride (60% wt. disp. in oil, 0.223 g) and 4,5-dichlorocatechol (1 g) in DMF (10 ml) was stirred at RT for 15 min. tert-Butyl-bromoacetate (0.9 ml) was added, stirred at RT for 2 h then potassium carbonate (0.77 g) and the product from example 7 step (ii) (0.7 g) added and the mixture heated at 90° C. for 14 h. The mixture was partitioned between 2M sodium hydroxide solution and diethylether, the aqueous layer was acidified with 2M hydrochloric acid and extracted with ethyla...